From a dataset of the Open Reaction Database (ORD), a public repository of structured organic reaction records. describe an organic reaction: reactants, conditions, products, and yield Reactants: O1CCN(CC1)C1=C(C#N)C=C(C(=N1)C1=CC=CC=C1)C1=CC=C(C=C1)C (2-morpholino-6-phenyl-5-p-tolylnicotinonitrile), Compound. Run in OS(=O)(=O)O (H2SO4), O (water). The product is C1(=CC=CC=C1)C1=C(C=CC(=N1)N1CCOCC1)C1=CC=C(C=C1)C (4-(6-Phenyl-5-p-tolylpyridin-2-yl)morpholine). Reaction SMILES: [O:1]1[CH2:6][CH2:5][N:4]([C:7]2[N:14]=[C:13]([C:15]3[CH:20]=[CH:19][CH:18]=[CH:17][CH:16]=3)[C:12]([C:21]3[CH:26]=[CH:25][C:24]([CH3:27])=[CH:23][CH:22]=3)=[CH:11][C:8]=2C#N)[CH2:3][CH2:2]1>OS(O)(=O)=O.O>[C:15]1([C:13]2[N:14]=[C:7]([N:4]3[CH2:5][CH2:6][O:1][CH2:2][CH2:3]3)[CH:8]=[CH:11][C:12]=2[C:21]2[CH:22]=[CH:23][C:24]([CH3:27])=[CH:25][CH:26]=2)[CH:20]=[CH:19][CH:18]=[CH:17][CH:16]=1. Reported procedure: A solution of 2-morpholino-6-phenyl-5-p-tolylnicotinonitrile (Compound 116,120 mg, 0.3 mmol) in 50% H2SO4 (5 ml) was heated at 140° C. overnight. The mixture was cooled down to room temperature and diluted with water, extracted with CH2Cl2. The organic layer was washed with water and brine, dried over MgSO4, concentrated in vacuo and purified by MPLC column chromatography (silica gel, 25% ethyl acetate in hexane) to provide the title compound as a white solid.